From a dataset of the Open Reaction Database (ORD), a public repository of structured organic reaction records. describe an organic reaction: reactants, conditions, products, and yield Product: O=C(Nc1cccc(-c2nn3c(c2-c2ccncc2)SCCC3)c1)Nc1ccc(Cl)c(C(F)(F)F)c1. RXN SMILES: [Cl:23][c:24]1[c:25]([C:33]([F:34])([F:35])[F:36])[cH:26][c:27]([N:30]=[C:31]=[O:32])[cH:28][cH:29]1.[Cl:37][CH2:38][Cl:39].[n:1]1[cH:2][cH:3][c:4](-[c:7]2[c:8](-[c:16]3[cH:17][c:18]([NH2:22])[cH:19][cH:20][cH:21]3)[n:9][n:10]3[c:11]2[S:12][CH2:13][CH2:14][CH2:15]3)[cH:5][cH:6]1>>[n:1]1[cH:2][cH:3][c:4](-[c:7]2[c:8](-[c:16]3[cH:17][c:18]([NH:22][C:31]([NH:30][c:27]4[cH:26][c:25]([C:33]([F:34])([F:35])[F:36])[c:24]([Cl:23])[cH:29][cH:28]4)=[O:32])[cH:19][cH:20][cH:21]3)[n:9][n:10]3[c:11]2[S:12][CH2:13][CH2:14][CH2:15]3)[cH:5][cH:6]1. Reactants: O=C=Nc1ccc(Cl)c(C(F)(F)F)c1, ClCCl, Nc1cccc(-c2nn3c(c2-c2ccncc2)SCCC3)c1. The reactants are COC(=O)N=C=O (methoxycarbonyl isocyanate), NC=1SC2=C(N1)C(=CC=C2)C (2-amino-4-methylbenzothiazole). The solvent is C(Cl)Cl (methylene chloride). Reaction conditions: time 12 hour. Yields the product CC1=CC=CC2=C1N=C(S2)NC(NC(=O)OC)=O (methyl 4-(4-methylbenzothiazol-2-yl)allophanate). The yield is 37.0%. As a reaction SMILES: [CH3:1][O:2][C:3]([N:5]=[C:6]=[O:7])=[O:4].[NH2:8][C:9]1[S:10][C:11]2[CH:17]=[CH:16][CH:15]=[C:14]([CH3:18])[C:12]=2[N:13]=1>C(Cl)Cl>[CH3:18][C:14]1[C:12]2[N:13]=[C:9]([NH:8][C:6](=[O:7])[NH:5][C:3]([O:2][CH3:1])=[O:4])[S:10][C:11]=2[CH:17]=[CH:16][CH:15]=1. Reported procedure: Two and one half parts by weight of methoxycarbonyl isocyanate was added gradually with stirring to a solution of 4 parts by weight of 2-amino-4-methylbenzothiazole dissolved in 250 parts by weight of methylene chloride. The reaction mixture was stirred at room temperature for 12 hours. The solution was concentrated to one fifth the original volume and the solid isolated by filtration to give a 37% yield of methyl 4-(4-methylbenzothiazol-2-yl)allophanate having a melting point of 272°-280° with ... Yields the product O=C(Nc1ccccn1)Nc1cnns1. Reaction SMILES: [CH3:23][C:24](=[O:25])[CH3:26].[NH2:16][c:17]1[n:18][cH:19][cH:20][cH:21][cH:22]1.[O:1]([c:2]1[cH:3][cH:4][cH:5][cH:6][cH:7]1)[C:8](=[O:9])[NH:10][c:11]1[cH:12][n:13][n:14][s:15]1>>[C:8](=[O:9])([NH:10][c:11]1[cH:12][n:13][n:14][s:15]1)[NH:16][c:17]1[n:18][cH:19][cH:20][cH:21][cH:22]1. Reactants: CC(C)=O, Nc1ccccn1, O=C(Nc1cnns1)Oc1ccccc1. The reactants are C(C)OCC=1N(C2=C(C=NC=3C=C(C=CC23)O)N1)CC(C)(C)O (2-(ethoxymethyl)-1-(2-hydroxy-2-methylpropyl)-1H-imidazo[4,5-c]quinolin-7-ol), C(C1=CC=CC=C1)OC1=CC=C(N)C=C1 (4-benzyloxyaniline), C(CC)N (propylamine), C(C1=CC=CC=C1)OC=1C=C(N)C=CC1 (3-benzyloxyaniline), NCC(C)(O)C (1-amino-2-methylpropan-2-ol). The product is NC1=NC=2C=C(C=CC2C2=C1N=C(N2CC(C)(C)O)COCC)OCCNC(OC(C)(C)C)=O (tert-Butyl 2-{[4-amino-2-(ethoxymethyl)-1-(2-hydroxy-2-methylpropyl)-1H-imidazo[4,5-c]quinolin-7-yl]oxy}ethylcarbamate). As a reaction SMILES: [CH2:1]([O:3][CH2:4][C:5]1[N:6]([CH2:19][C:20]([OH:23])([CH3:22])[CH3:21])[C:7]2[C:16]3[CH:15]=[CH:14][C:13]([OH:17])=[CH:12][C:11]=3[N:10]=[CH:9][C:8]=2[N:18]=1)[CH3:2].C(OC1C=[C:34]([CH:36]=CC=1)[NH2:35])C1C=CC=CC=1.N[CH2:40][C:41]([CH3:44])([OH:43])[CH3:42].[CH2:45]([O:52]C1C=CC(N)=CC=1)C1C=CC=CC=1.C([NH2:63])CC>>[NH2:63][C:9]1[C:8]2[N:18]=[C:5]([CH2:4][O:3][CH2:1][CH3:2])[N:6]([CH2:19][C:20]([OH:23])([CH3:22])[CH3:21])[C:7]=2[C:16]2[CH:15]=[CH:14][C:13]([O:17][CH2:36][CH2:34][NH:35][C:45](=[O:52])[O:43][C:41]([CH3:44])([CH3:42])[CH3:40])=[CH:12][C:11]=2[N:10]=1. Procedure: A modification of the methods described in Parts A-I of Example 2 was used to prepare 2-(ethoxymethyl)-1-(2-hydroxy-2-methylpropyl)-1H-imidazo[4,5-c]quinolin-7-ol, with 3-benzyloxyaniline and 1-amino-2-methylpropan-2-ol used in lieu of 4-benzyloxyaniline and propylamine, respectively. The reactants are C1(=CC=CC=C1)B(O)O (phenylboronic acid), [bis(diphenylphosphino)ferrocene]dichloropalladium, [F-].[Cs+] (cesium fluoride), O (water), ClC1=C2CNC(C2=C(C=C1OS(=O)(=O)C(F)(F)F)C=1N(C2=CC=C(C=C2C1)CN1CCCCC1)C(=O)OC(C)(C)C)=O (4-Chloro-5-trifluoromethanesulfonyloxy-7-[1-(tert-butoxycarbonyl)-5-(piperidin-1-ylmethyl)indol-2-yl]isoindolinone). Run in C(OC)COC (dimethoxyethane). Reaction conditions: temperature 90 celsius, time 6 hour. The product is ClC1=C2CNC(C2=C(C=C1C1=CC=CC=C1)C=1N(C2=CC=C(C=C2C1)CN1CCCCC1)C(=O)OC(C)(C)C)=O (4-chloro-5-phenyl-7-[1-(tert-butoxycarbonyl)-5-(piperidin-1-ylmethyl)indol-2-yl]isoindolinone). Yield: 50.3%. Reaction SMILES: [Cl:1][C:2]1[C:10](OS(C(F)(F)F)(=O)=O)=[CH:9][C:8]([C:19]2[N:20]([C:35]([O:37][C:38]([CH3:41])([CH3:40])[CH3:39])=[O:36])[C:21]3[C:26]([CH:27]=2)=[CH:25][C:24]([CH2:28][N:29]2[CH2:34][CH2:33][CH2:32][CH2:31][CH2:30]2)=[CH:23][CH:22]=3)=[C:7]2[C:3]=1[CH2:4][NH:5][C:6]2=[O:42].[C:43]1(B(O)O)[CH:48]=[CH:47][CH:46]=[CH:45][CH:44]=1.[F-].[Cs+].O>C(COC)OC>[Cl:1][C:2]1[C:10]([C:43]2[CH:48]=[CH:47][CH:46]=[CH:45][CH:44]=2)=[CH:9][C:8]([C:19]2[N:20]([C:35]([O:37][C:38]([CH3:40])([CH3:41])[CH3:39])=[O:36])[C:21]3[C:26]([CH:27]=2)=[CH:25][C:24]([CH2:28][N:29]2[CH2:30][CH2:31][CH2:32][CH2:33][CH2:34]2)=[CH:23][CH:22]=3)=[C:7]2[C:3]=1[CH2:4][NH:5][C:6]2=[O:42] |f:2.3|. Reported procedure: 4-Chloro-5-trifluoromethanesulfonyloxy-7-[1-(tert-butoxycarbonyl)-5-(piperidin-1-ylmethyl)indol-2-yl]isoindolinone (100 mg, 0.159 mmol) was dissolved in dimethoxyethane (5.0 mL), and the solution was added with phenylboronic acid (58.2 mg, 0.478 mmol), [bis(diphenylphosphino)ferrocene]dichloropalladium (10.4 mg, 0.0130 mmol) and cesium fluoride (145 mg, 0.954 mmol), followed by stirring at 90° C. for 6.0 hours under argon atmosphere. The reaction mixture was added with water and extracted with e... Reactants: 30.2-g, NC1=C(C(=O)OC)C=CC=C1 (methyl 2-aminobenzoate), C[Mg]I (methyl magnesium iodide), C(C)OCC (diethyl ether), C(C)OCC (diethyl ether). Run in [Cl-].[NH4+] (ammonium chloride). Yields the product CC(C1=C(C=CC=C1)N)(C)O (α,α-dimethyl-2-aminobenzyl alcohol). As a reaction SMILES: [NH2:1][C:2]1[CH:11]=[CH:10][CH:9]=[CH:8][C:3]=1C(OC)=O.[CH3:12][Mg]I.C([O:17][CH2:18][CH3:19])C>[Cl-].[NH4+]>[CH3:12][C:18]([OH:17])([CH3:19])[C:3]1[CH:8]=[CH:9][CH:10]=[CH:11][C:2]=1[NH2:1] |f:3.4|. Procedure: A 30.2-g (0.2 mol) sample of methyl 2-aminobenzoate in 150 ml diethyl ether was added dropwise to a solution of methyl magnesium iodide (prepared from 19.4 g of Mg and 127.8 g of methyl iodide) in 150 ml diethyl ether. The reaction mixture was then heated under reflux for 1 hour, cooled, and diluted with 200 ml of saturated aqueous ammonium chloride solution. The resulting aqueous mixture was extracted with ether. The ether extracts were dried over magnesium sulfate and evaporated to give 19.1 g... Starting materials: N(=[N+]=[N-])C(C)C(CC(C)C)C1=CC=CC=C1 (2-azido-5-methyl-3-phenylhexane). The reagents and catalysts are Cl (HCl), O=[Pt]=O (PtO2). Run in CO (MeOH). Reaction conditions: time 2 hour. Yields the product NC(C)C(CC(C)C)C1=CC=CC=C1 (2-Amino-5-methyl-3-phenylhexane). As a reaction SMILES: [N:1]([CH:4]([CH:6]([C:11]1[CH:16]=[CH:15][CH:14]=[CH:13][CH:12]=1)[CH2:7][CH:8]([CH3:10])[CH3:9])[CH3:5])=[N+]=[N-]>CO.Cl.O=[Pt]=O>[NH2:1][CH:4]([CH:6]([C:11]1[CH:12]=[CH:13][CH:14]=[CH:15][CH:16]=1)[CH2:7][CH:8]([CH3:10])[CH3:9])[CH3:5]. Procedure details: To a solution of 32 mg 2-azido-5-methyl-3-phenylhexane in 1 mL MeOH and 2 drops of 1.2 N HCl, 4 mg PtO2 was added and the solution was stirred under H2 atmosphere for 2 h. The reaction was filtered through a pad of CELITE diatomaceotis earth and the pad was rinsed with MeOH. The combined filtrate was concentrated to give the desired product. 1H NMR: (500 MHz, CDCl3): δ 0.86 (m, 6H), 0.99 (d, 3H), 1.25 (m, 1H), 1.54 (m, 1H), 1.77 (m, 1H), 2.73 (m, 1H), 3.19 (m, 1H), 7.2-7.4 (m, 5H). The reactants are COC(C=CC1=CC=C(C=C1)C1=CC=CC=C1)=O (3-biphenyl-4-yl-acrylic acid methyl ester), [OH-].[K+] (KOH). Run in C1CCOC1 (THF), CO (MeOH). Run at time 3 hour. The product is C1(=CC=C(C=C1)C=CC(=O)O)C1=CC=CC=C1 (3-biphenyl-4-yl-acrylic acid). The yield is 83.7%. RXN SMILES: C[O:2][C:3](=[O:18])[CH:4]=[CH:5][C:6]1[CH:11]=[CH:10][C:9]([C:12]2[CH:17]=[CH:16][CH:15]=[CH:14][CH:13]=2)=[CH:8][CH:7]=1.[OH-].[K+]>C1COCC1.CO>[C:9]1([C:12]2[CH:13]=[CH:14][CH:15]=[CH:16][CH:17]=2)[CH:10]=[CH:11][C:6]([CH:5]=[CH:4][C:3]([OH:18])=[O:2])=[CH:7][CH:8]=1 |f:1.2|. Procedure: To a suspension of 3-biphenyl-4-yl-acrylic acid methyl ester (9.384 g, 39.38 mmol) in THF (120 ml) and MeOH (80 ml) was added 1N KOH (79 ml) and the mixture refluxed. After 3 h, heating was stopped. The reaction mixture was concentrated to about 50 ml, diluted with water (200 ml) and acidified with 2N HCl (80 ml). EtOAc (1000 ml) was added and the whole mixture heated to boiling to dissolve all solids. After cooling, the layers were separated and the organic layer washed with 1N HCl (2×70 ml), w... Conditions: time 30 minute. Yields the product COC1=C(C=CC=C1OC1=C(C=CC=C1)C)CC#N (2-[2-methoxy-3-(o-tolyloxy)phenyl]acetonitrile). Reaction SMILES: [C-:1]#[N:2].[K+].[I-].[Na+].[CH3:6][O:7][C:8]1[C:13]([CH2:14]Cl)=[CH:12][CH:11]=[CH:10][C:9]=1[O:16][C:17]1[C:18]([CH3:23])=[CH:19][CH:20]=[CH:21][CH:22]=1.O>CS(C)=O>[CH3:6][O:7][C:8]1[C:9]([O:16][C:17]2[CH:22]=[CH:21][CH:20]=[CH:19][C:18]=2[CH3:23])=[CH:10][CH:11]=[CH:12][C:13]=1[CH2:14][C:1]#[N:2] |f:0.1,2.3|. Procedure: Powdered potassium cyanide (12.50 g) and sodium iodide (28.80 g) were added to a solution of o-tolyl 2-methoxy-3-chloromethylphenyl ether (47.50 g) in dimethylsulfoxide (100 ml) and stirred at room temperature for 30 minutes. The reaction mixture was poured into water and extracted with diethyl ether. The extract was washed with water 3 times, dried over magnesium sulfate and then evaporated to give only 2-[2-methoxy-3-(o-tolyloxy)phenyl]acetonitrile (44.0 g). Solvent: CS(=O)C (dimethylsulfoxide). Reactants: O (water), [C-]#N.[K+] (potassium cyanide), [I-].[Na+] (sodium iodide), COC1=C(C=CC=C1CCl)OC=1C(=CC=CC1)C (o-tolyl 2-methoxy-3-chloromethylphenyl ether). The yield is 96.1%. Starting materials: C(#N)C1=C(C=CC=C1)CCC(=O)O (3-(2-cyanophenyl)propanoic acid), C(C(=O)Cl)(=O)Cl (oxalyl chloride), [BH4-].[Na+] (sodium borohydride). Run in C(Cl)Cl (DCM). Run at temperature 20 celsius, time 1 hour. Product: OCCCC1=C(C#N)C=CC=C1 (2-(3-hydroxypropyl)benzonitrile). Isolated yield 95.5%. As a reaction SMILES: [C:1]([C:3]1[CH:8]=[CH:7][CH:6]=[CH:5][C:4]=1[CH2:9][CH2:10][C:11](O)=[O:12])#[N:2].C(Cl)(=O)C(Cl)=O.[BH4-].[Na+]>C(Cl)Cl>[OH:12][CH2:11][CH2:10][CH2:9][C:4]1[CH:5]=[CH:6][CH:7]=[CH:8][C:3]=1[C:1]#[N:2] |f:2.3|. Procedure: A solution of 3-(2-cyanophenyl)propanoic acid (Example 323b, 4.36 g) in DCM (40 mL) was treated with oxalyl chloride (3.26 mL) under nitrogen. The resulting solution was stirred at 20° C. for 1 h. The reaction mixture was evaporated to dryness, azeotroped with toluene. The solid was dissolved in THF (30 mL) and sodium borohydride (1.883 g) was added. The mixture was stirred at 20° C. for 16 h. Further Sodium borohydride (1.883 g) added and stirred for 4 h. The reaction required a further 3 days ...